This data is from the Open Reaction Database (ORD), a public repository of structured organic reaction records. The task is: describe an organic reaction: reactants, conditions, products, and yield Starting materials: FC(OC1=CC=C(CBr)C=C1)(F)F (4-Trifluoromethoxybenzyl bromide), OC1=CC=C(C=C1)N(CC(=O)N1C[C@H](CC1)NC(OC(C)(C)C)=O)C(\C=C\C1=CC=CC=C1)=O ([(S)-1-(2-{(4-hydroxyphenyl)-[(E)-(3-phenylacryloyl)]amino}acetyl)pyrrolidin-3-yl]carbamic acid, tert-butyl ester), C([O-])([O-])=O.[Cs+].[Cs+] (cesium carbonate). The reagents and catalysts are CCCC[N+](CCCC)(CCCC)CCCC.[I-] (TBAI). The solvent is CN(C)C=O (DMF), C(C)(=O)OCC (ethyl acetate). Conditions: time 8 hour. Product: FC(OC1=CC=C(COC2=CC=C(C=C2)N(CC(=O)N2C[C@H](CC2)NC(OC(C)(C)C)=O)C(\C=C\C2=CC=CC=C2)=O)C=C1)(F)F ([(S)-1-(2-{[4-(4-Trifluoromethoxybenzyloxy)phenyl]-[(E)-(3-phenylacryloyl)]-amino}acetyl)pyrrolidin-3-yl]carbamic acid, tert-butyl ester). Isolated yield 75.0%. Reaction SMILES: [F:1][C:2]([F:13])([F:12])[O:3][C:4]1[CH:11]=[CH:10][C:7]([CH2:8]Br)=[CH:6][CH:5]=1.[OH:14][C:15]1[CH:20]=[CH:19][C:18]([N:21]([C:38](=[O:47])/[CH:39]=[CH:40]/[C:41]2[CH:46]=[CH:45][CH:44]=[CH:43][CH:42]=2)[CH2:22][C:23]([N:25]2[CH2:29][CH2:28][C@H:27]([NH:30][C:31](=[O:37])[O:32][C:33]([CH3:36])([CH3:35])[CH3:34])[CH2:26]2)=[O:24])=[CH:17][CH:16]=1.C(=O)([O-])[O-].[Cs+].[Cs+]>CCCC[N+](CCCC)(CCCC)CCCC.[I-].CN(C=O)C.C(OCC)(=O)C>[F:1][C:2]([F:13])([F:12])[O:3][C:4]1[CH:11]=[CH:10][C:7]([CH2:8][O:14][C:15]2[CH:20]=[CH:19][C:18]([N:21]([C:38](=[O:47])/[CH:39]=[CH:40]/[C:41]3[CH:46]=[CH:45][CH:44]=[CH:43][CH:42]=3)[CH2:22][C:23]([N:25]3[CH2:29][CH2:28][C@H:27]([NH:30][C:31](=[O:37])[O:32][C:33]([CH3:36])([CH3:35])[CH3:34])[CH2:26]3)=[O:24])=[CH:17][CH:16]=2)=[CH:6][CH:5]=1 |f:2.3.4,5.6|. Procedure details: 4-Trifluoromethoxybenzyl bromide (17 μL) was added to a mixture of [(S)-1-(2-{(4-hydroxyphenyl)-[(E)-(3-phenylacryloyl)]amino}acetyl)pyrrolidin-3-yl]-carbamic acid, tert-butyl ester 14 (50 mg, 0.11 mmol), cesium carbonate (52 mg, 0.16 mmol) and TBAI (40 mg, 0.11 mmol) in DMF (3 mL). The reaction mixture was stirred at room temperature overnight and then diluted with ethyl acetate and washed with 10% hydrochloric acid (×2) and brine, dried (Na2SO4) and evaporated to dryness. The residue was purif... Starting materials: Cl.N1=C(C=CC=C1)C(N)=N (pyridine-2-carboximidamide hydrochloride), ice water, Cl (hydrochloric acid), CC(C)([O-])C.[K+] (potassium tert-butoxide), FC1=C(C=CC(=C1)F)C(C)=C(C(=O)OCC)C(=O)OCC (diethyl 2-(1-(2,4-difluorophenyl)ethylidene)malonate). Solvent: CN(C=O)C (N,N-Dimethylformamide). Conditions: temperature 60 celsius, time 45 hour. Product: FC1=C(C=CC(=C1)F)C1(N=C(NC(C1C(=O)OCC)=O)C1=NC=CC=C1)C (ethyl 4-(2,4-difluorophenyl)-4-methyl-6-oxo-2-(pyridin-2-yl)-1,4,5,6-tetrahydropyrimidine-5-carboxylate). Yield: 32.0%. As a reaction SMILES: Cl.[N:2]1[CH:7]=[CH:6][CH:5]=[CH:4][C:3]=1[C:8](=[NH:10])[NH2:9].CC(C)([O-])C.[K+].[F:17][C:18]1[CH:23]=[C:22]([F:24])[CH:21]=[CH:20][C:19]=1[C:25](=[C:27]([C:33](OCC)=[O:34])[C:28]([O:30][CH2:31][CH3:32])=[O:29])[CH3:26].Cl>CN(C)C=O>[F:17][C:18]1[CH:23]=[C:22]([F:24])[CH:21]=[CH:20][C:19]=1[C:25]1([CH3:26])[CH:27]([C:28]([O:30][CH2:31][CH3:32])=[O:29])[C:33](=[O:34])[NH:9][C:8]([C:3]2[CH:4]=[CH:5][CH:6]=[CH:7][N:2]=2)=[N:10]1 |f:0.1,2.3|. Reported procedure: Under a nitrogen atmosphere, a pressure tube was charged with a magnetic stirring bar, pyridine-2-carboximidamide hydrochloride (268 mg, 1.70 mmol), N,N-Dimethylformamide (13.2 mL), potassium tert-butoxide (382 mg, 3.41 mmol) and diethyl 2-(1-(2,4-difluorophenyl)ethylidene)malonate (508 mg, 1.70 mmol). The reaction mixture was sealed and stirred at 60° C. for 45 hours. After cooling to room temperature, the reaction mixture was poured into ice water (200 mL) and the resulting emulsion was neutra... The reactants are CC(CC(=O)Cl)C (3-Methyl-butyryl chloride), CC1(OC(=O)CC(=O)O1)C (Meldrum's acid). The reagents and catalysts are CN(C1=CC=NC=C1)C (4-dimethylaminopyridine). The solvent is C(Cl)Cl (DCM), C(Cl)Cl (DCM). Reaction conditions: time 1.75 hour. The product is CC1(OC(C(C(O1)=O)C(CC(C)C)=O)=O)C (2,2-Dimethyl-5-(3-methyl-butyryl)-[1,3]dioxane-4,6-dione). As a reaction SMILES: [CH3:1][CH:2]([CH3:7])[CH2:3][C:4](Cl)=[O:5].[CH3:8][C:9]1([CH3:17])[O:16][C:14](=[O:15])[CH2:13][C:11](=[O:12])[O:10]1>CN(C)C1C=CN=CC=1.C(Cl)Cl>[CH3:8][C:9]1([CH3:17])[O:16][C:14](=[O:15])[CH:13]([C:4](=[O:5])[CH2:3][CH:2]([CH3:7])[CH3:1])[C:11](=[O:12])[O:10]1. Procedure details: 3-Methyl-butyryl chloride (7.40 mL, 60 mmol) was mixed at 0° C. with Meldrum's acid (2,2-dimethyl-1,3-dioxane-4,6-dione; 8.7 g, 60 mmol), and 4-dimethylaminopyridine (DMAP, 15.1 g, 124 mmol) in DCM. The reaction mixture was allowed to reach r.t. over 1.75 hr. and completion of the reaction was verified by TLC. The reaction mixture was diluted with DCM, was washed 3× with 5% aq. solution of potassium bisulfate and brine. The organic phase was than dried with MgSO4. Crude product 9, 13.36 g) obtai... Solvent: O1CCOCC1 (dioxane), O (water). Reported procedure: A mixture of methyl 6-[bis-(tert-butoxycarbonyl)amino]-3-[2-(tetrahydropyran-2-yl)-2H-pyrazol-3-yl]-2-trifluoromethanesulfonyloxybenzoate (Intermediate 11, 4.35 g), vinylboronic acid pinacol ester (1.9 mL), bis(triphenylphosphine)palladium (II) dichloride (0.255 g) and cesium carbonate (7.1 g) in dioxane (300 mL) and water (47 mL) was de-gassed and purged with nitrogen. The mixture was then heated to 80° C. for 4 hours. After cooling, the mixture was diluted with ether and the organic layer was ... RXN SMILES: [C:1]([O:5][C:6]([N:8]([C:38]([O:40][C:41]([CH3:44])([CH3:43])[CH3:42])=[O:39])[C:9]1[C:14]([C:15]([O:17][CH3:18])=[O:16])=[C:13](OS(C(F)(F)F)(=O)=O)[C:12]([C:27]2[N:28]([CH:32]3[CH2:37][CH2:36][CH2:35][CH2:34][O:33]3)[N:29]=[CH:30][CH:31]=2)=[CH:11][CH:10]=1)=[O:7])([CH3:4])([CH3:3])[CH3:2].[CH:45](B1OC(C)(C)C(C)(C)O1)=[CH2:46].C(=O)([O-])[O-].[Cs+].[Cs+]>O1CCOCC1.O.C1(C=CC=CC=1)[P](C1C=CC=CC=1)(C1C=CC=CC=1)[Pd][P](C1C=CC=CC=1)(C1C=CC=CC=1)C1C=CC=CC=1>[C:41]([O:40][C:38]([N:8]([C:6]([O:5][C:1]([CH3:2])([CH3:4])[CH3:3])=[O:7])[C:9]1[C:14]([C:15]([O:17][CH3:18])=[O:16])=[C:13]([CH:45]=[CH2:46])[C:12]([C:27]2[N:28]([CH:32]3[CH2:37][CH2:36][CH2:35][CH2:34][O:33]3)[N:29]=[CH:30][CH:31]=2)=[CH:11][CH:10]=1)=[O:39])([CH3:43])([CH3:44])[CH3:42] |f:2.3.4,^1:74,88|. Reagents/catalysts: C1([P]([Pd][P](C2=CC=CC=C2)(C3=CC=CC=C3)C4=CC=CC=C4)(C5=CC=CC=C5)C6=CC=CC=C6)=CC=CC=C1 (bis(triphenylphosphine)palladium). The reactants are C(C)(C)(C)OC(=O)N(C1=CC=C(C(=C1C(=O)OC)OS(=O)(=O)C(F)(F)F)C=1N(N=CC1)C1OCCCC1)C(=O)OC(C)(C)C (methyl 6-[bis-(tert-butoxycarbonyl)amino]-3-[2-(tetrahydropyran-2-yl)-2H-pyrazol-3-yl]-2-trifluoromethanesulfonyloxybenzoate), C(C)(C)(C)OC(=O)N(C1=CC=C(C(=C1C(=O)OC)OS(=O)(=O)C(F)(F)F)C=1N(N=CC1)C1OCCCC1)C(=O)OC(C)(C)C (methyl 6-[bis-(tert-butoxycarbonyl)amino]-3-[2-(tetrahydropyran-2-yl)-2H-pyrazol-3-yl]-2-trifluoromethanesulfonyloxybenzoate), C(=C)B1OC(C)(C)C(C)(C)O1 (vinylboronic acid pinacol ester), C([O-])([O-])=O.[Cs+].[Cs+] (cesium carbonate). Yields the product C(C)(C)(C)OC(=O)N(C1=CC=C(C(=C1C(=O)OC)C=C)C=1N(N=CC1)C1OCCCC1)C(=O)OC(C)(C)C (methyl 6-[bis-(tert-butoxycarbonyl)amino]-3-[2-(tetrahydropyran-2-yl)-2H-pyrazol-3-yl]-2-vinylbenzoate). Run at temperature 80 celsius. Reactants: C(=O)([O-])[O-].[K+].[K+] (K2CO3), N1=CC=C(C=C1)CN1C=CC2=CC(=CC=C12)O (1-(4-pyridinylmethyl)-1H-indol-5-ol), CN=C=O (methyl isocyanate). The solvent is O1CCCC1 (tetrahydrofuran). Run at time 3 hour. Product: CNC(OC=1C=C2C=CN(C2=CC1)CC1=CC=NC=C1)=O (1-(4-pyridinylmethyl)-1H-indol-5-yl methylcarbamate). As a reaction SMILES: [N:1]1[CH:6]=[CH:5][C:4]([CH2:7][N:8]2[C:16]3[C:11](=[CH:12][C:13]([OH:17])=[CH:14][CH:15]=3)[CH:10]=[CH:9]2)=[CH:3][CH:2]=1.C([O-])([O-])=O.[K+].[K+].[CH3:24][N:25]=[C:26]=[O:27]>O1CCCC1>[CH3:24][NH:25][C:26](=[O:27])[O:17][C:13]1[CH:12]=[C:11]2[C:16](=[CH:15][CH:14]=1)[N:8]([CH2:7][C:4]1[CH:3]=[CH:2][N:1]=[CH:6][CH:5]=1)[CH:9]=[CH:10]2 |f:1.2.3|. Procedure details: To a solution of 1-(4-pyridinylmethyl)-1H-indol-5-ol (2.4 g) in 50 ml tetrahydrofuran, was added milled K2CO3 (1.5 g), followed by methyl isocyanate (0.65 ml). After stirring at ambient temperature for three hours, the mixture was filtered and the filtrate evaporated to a solid, 3.0 g, m.p. 170° C. This material was eluted on a silica gel column with 2% methanol/dichloromethane via high pressure liquid chromatography (HPLC) and the desired fractions were combined, then evaporated to yield 2.4 g ... Reactants: CN(c1cccc2cc(C3=NCC(CN4CCSCC4)S3)[nH]c12)S(=O)(=O)c1ccccn1, CCOC(C)=O, O=C(OO)c1cccc(Cl)c1, ClCCl. The product is CN(c1cccc2cc(C3=NCC(CN4CCS(=O)CC4)S3)[nH]c12)S(=O)(=O)c1ccccn1. As a reaction SMILES: [CH3:1][N:2]([S:3](=[O:4])(=[O:5])[c:6]1[n:7][cH:8][cH:9][cH:10][cH:11]1)[c:12]1[cH:13][cH:14][cH:15][c:16]2[cH:17][c:18]([C:21]3=[N:25][CH2:24][CH:23]([CH2:26][N:27]4[CH2:28][CH2:29][S:30][CH2:31][CH2:32]4)[S:22]3)[nH:19][c:20]12.[CH3:47][CH2:48][O:49][C:50](=[O:51])[CH3:52].[Cl:33][c:34]1[cH:35][cH:36][cH:37][c:38]([C:39]([O:40][OH:42])=[O:41])[cH:43]1.[Cl:44][CH2:45][Cl:46]>>[CH3:1][N:2]([S:3](=[O:4])(=[O:5])[c:6]1[n:7][cH:8][cH:9][cH:10][cH:11]1)[c:12]1[cH:13][cH:14][cH:15][c:16]2[cH:17][c:18]([C:21]3=[N:25][CH2:24][CH:23]([CH2:26][N:27]4[CH2:28][CH2:29][S:30](=[O:41])[CH2:31][CH2:32]4)[S:22]3)[nH:19][c:20]12.